From a dataset of the Open Reaction Database (ORD), a public repository of structured organic reaction records. describe an organic reaction: reactants, conditions, products, and yield Starting materials: Cc1ccc(c(C=O)c1[Cl])F, CC1=CN=C(C=C1)N, [C-]#[N+]C1CCCCC1. The reagents and catalysts are O=C(O)C(F)(F)F (trifluoroacetic acid). The solvent is CC(C)O (isopropyl alcohol), CC(C)O (isopropylalcohol). Run at temperature 22 celsius, time 20 hour. Product: Cc1ccc2nc(c3c(ccc(C)c3[Cl])F)c(NC3CCCCC3)n2c1. The yield is 100.0%. As a reaction SMILES: CC1=CC=C(N)N=C1.[C-]#[N+]C1CCCCC1.CC1=CC=C(F)C(C=O)=C1Cl>>CC1=CN2C(C=C1)=NC(=C2NC1CCCCC1)C1=C(Cl)C(C)=CC=C1F. Starting materials: BrCCCCOC1=CC2=C(C(=NS2)C2=CC=C(C=C2)Cl)C=C1 (6-(4-Bromo-butoxy)-3-(4-chloro-phenyl)-benzo[d]isothiazole), N1CCCCC1 (Piperidine). The product is ClC1=CC=C(C=C1)C1=NSC2=C1C=CC(=C2)OCCCCN2CCCCC2 (3-(4-Chloro-phenyl)-6-(4-piperidin-1-yl-butoxy)-benzo[d]isothiazole). Reaction SMILES: Br[CH2:2][CH2:3][CH2:4][CH2:5][O:6][C:7]1[CH:22]=[CH:21][C:10]2[C:11]([C:14]3[CH:19]=[CH:18][C:17]([Cl:20])=[CH:16][CH:15]=3)=[N:12][S:13][C:9]=2[CH:8]=1.[NH:23]1[CH2:28][CH2:27][CH2:26][CH2:25][CH2:24]1>>[Cl:20][C:17]1[CH:18]=[CH:19][C:14]([C:11]2[C:10]3[CH:21]=[CH:22][C:7]([O:6][CH2:5][CH2:4][CH2:3][CH2:2][N:23]4[CH2:28][CH2:27][CH2:26][CH2:25][CH2:24]4)=[CH:8][C:9]=3[S:13][N:12]=2)=[CH:15][CH:16]=1. Reported procedure: According to the method in example 7, 6-(4-Bromo-butoxy)-3-(4-chloro-phenyl)-benzo[d]isothiazole and Piperidine were converted to yield 3-(4-Chloro-phenyl)-6-(4-piperidin-1-yl-butoxy)-benzo[d]isothiazole, MS: 401 (MH+, 1Cl). The reactants are Cl (HCl), C(C1=CC=CC=C1)OC(=O)N1C2C(N(C(C1CCC2)=O)CCOCC2=CC=CC=C2)=O (3-(2-Benzyloxyethyl)-2,4-dioxo-3,9-diaza-bicyclo[3.3.1]nonane-9-carboxylic acid benzyl ester), C(C1=CC=CC=C1)OC(=O)N1C2C(N(C(C1CCC2)=O)CCOCC2=CC=CC=C2)=O (3-(2-Benzyloxyethyl)-2,4-dioxo-3,9-diaza-bicyclo[3.3.1]nonane-9-carboxylic acid benzyl ester), CO (methanol), [BH4-].[Na+] (NaBH4). Run in O1CCOCC1 (dioxane). Run at temperature 0 celsius, time 10 minute. Product: C(C1=CC=CC=C1)OC(=O)N1C2C(N(C(C1CCC2)=O)CCOCC2=CC=CC=C2)OC (3-(2-Benzyloxyethyl)-2-methoxy-4-oxo-3,9-diaza-bicyclo[3.3.1]nonane-9-carboxylic Acid Benzyl Ester). The yield is 85.0%. RXN SMILES: [CH2:1]([O:8][C:9]([N:11]1[CH:16]2[CH2:17][CH2:18][CH2:19][CH:12]1[C:13](=[O:31])[N:14]([CH2:21][CH2:22][O:23][CH2:24][C:25]1[CH:30]=[CH:29][CH:28]=[CH:27][CH:26]=1)[C:15]2=[O:20])=[O:10])[C:2]1[CH:7]=[CH:6][CH:5]=[CH:4][CH:3]=1.[BH4-].[Na+].Cl.[CH3:35]O>O1CCOCC1>[CH2:1]([O:8][C:9]([N:11]1[CH:12]2[CH2:19][CH2:18][CH2:17][CH:16]1[CH:15]([O:20][CH3:35])[N:14]([CH2:21][CH2:22][O:23][CH2:24][C:25]1[CH:26]=[CH:27][CH:28]=[CH:29][CH:30]=1)[C:13]2=[O:31])=[O:10])[C:2]1[CH:7]=[CH:6][CH:5]=[CH:4][CH:3]=1 |f:1.2|. Procedure: 3-(2-Benzyloxyethyl)-2,4-dioxo-3,9-diaza-bicyclo[3.3.1]nonane-9-carboxylic acid benzyl ester (Compound 3, 0.46 g, 1.11 mmol) was dissolved in methanol (15 mL). The mixture was cooled to 0° C., and NaBH4 (0.06 g, 1.66 mmol) was added in portions from the top. The reaction was stirred for 10 minutes at 0° C., and then 4N HCl in dioxane was added to obtain a pH in the range of 1 to 2, and the reaction was stirred overnight at room temperature. The methanol was evaporated, and the residue was dissol... The reactants are O=C1OCCC1Br, Oc1ccc(Br)cc1, CCO, Cl, [Na]. Product: O=C1OCCC1Oc1ccc(Br)cc1. Reaction SMILES: [Br:10][CH:11]1[C:12](=[O:13])[O:14][CH2:15][CH2:16]1.[Br:2][c:3]1[cH:4][cH:5][c:6]([OH:9])[cH:7][cH:8]1.[CH3:18][CH2:19][OH:20].[ClH:17].[Na:1]>>[Br:2][c:3]1[cH:4][cH:5][c:6]([O:9][CH:11]2[C:12](=[O:13])[O:14][CH2:15][CH2:16]2)[cH:7][cH:8]1. Reactants: O.NN (Hydrazine monohydrate), ClC1=CC2=C(NC(=C2)C(=O)NC2C(N(C3=CC=CC=C3C2)CC(=O)OC)=O)S1 (2-Chloro-N-[1-(methoxycarbonylmethyl)-2-oxo-1,2,3,4-tetrahydroquinolin-3-yl]-6H-thieno[2,3-b]pyrrole-5-carboxamide). The solvent is CCO (EtOH). Product: ClC1=CC2=C(NC(=C2)C(=O)NC2C(N(C3=CC=CC=C3C2)CC(=O)NN)=O)S1 (2-Chloro-N-[1-(2-hydrazino-2-oxoethyl)-2-oxo-1,2,3,4-tetrahydroquinolin-3-yl]-6H-thieno[2,3-b]-pyrrole-5-carboxamide). Isolated yield 76.0%. As a reaction SMILES: O.[NH2:2][NH2:3].[Cl:4][C:5]1[S:31][C:8]2[NH:9][C:10]([C:12]([NH:14][CH:15]3[CH2:24][C:23]4[C:18](=[CH:19][CH:20]=[CH:21][CH:22]=4)[N:17]([CH2:25][C:26]([O:28]C)=O)[C:16]3=[O:30])=[O:13])=[CH:11][C:7]=2[CH:6]=1>CCO>[Cl:4][C:5]1[S:31][C:8]2[NH:9][C:10]([C:12]([NH:14][CH:15]3[CH2:24][C:23]4[C:18](=[CH:19][CH:20]=[CH:21][CH:22]=4)[N:17]([CH2:25][C:26]([NH:2][NH2:3])=[O:28])[C:16]3=[O:30])=[O:13])=[CH:11][C:7]=2[CH:6]=1 |f:0.1|. Reported procedure: Hydrazine monohydrate (1 mL, 20.6 mmol) was added to a suspension of methyl [3-{[(2-chloro-6H-thieno[2,3-b]pyrrol-5-yl)carbonyl]amino}-2-oxo-3,4-dihydroquinolin-1(2H)-yl]acetate (Example 1); 221 mg, 0.53 mmol) in EtOH (10 mL) and heated to reflux for 20 hours. On cooling the mixture was concentrated under reduced pressure and H2O (20 mL) added and the white precipitate filtered off and dried in vacuo to give the title product (169 mg, 76%) as an off white solid. Reactants: CCCc1c(O)ccc(C(C)=O)c1O, N#Cc1cncc(Sc2ccc(CO)cc2)c1. Yields the product CCCc1c(OCc2ccc(Sc3cncc(C#N)c3)cc2)ccc(C(C)=O)c1O. As a reaction SMILES: [OH:18][c:19]1[c:20]([C:29]([CH3:30])=[O:31])[cH:21][cH:22][c:23]([OH:28])[c:24]1[CH2:25][CH2:26][CH3:27].[OH:1][CH2:2][c:3]1[cH:4][cH:5][c:6]([S:9][c:10]2[cH:11][n:12][cH:13][c:14]([C:15]#[N:16])[cH:17]2)[cH:7][cH:8]1>>[O:1]([CH2:2][c:3]1[cH:4][cH:5][c:6]([S:9][c:10]2[cH:11][n:12][cH:13][c:14]([C:15]#[N:16])[cH:17]2)[cH:7][cH:8]1)[c:23]1[cH:22][cH:21][c:20]([C:29]([CH3:30])=[O:31])[c:19]([OH:18])[c:24]1[CH2:25][CH2:26][CH3:27]. The reactants are OC(=O)CCCC[C@@H]1SC[C@@H]2NC(=O)N[C@H]12 (biotin), CC1=C(SC=[N+]1CC=2C=NC(=NC2N)C)CCO.Cl.[Cl-] (thiamine hydrochloride). Run in O (water). Product: OC(=O)CCCC[C@@H]1SC[C@@H]2NC(=O)N[C@H]12.CC1=C(SC=[N+]1CC=2C=NC(=NC2N)C)CCO.Cl.[Cl-] (biotin thiamine hydrochloride). RXN SMILES: [OH:1][C:2]([CH2:4][CH2:5][CH2:6][CH2:7][C@H:8]1[C@@H:16]2[C@@H:11]([NH:12][C:13]([NH:15]2)=[O:14])[CH2:10][S:9]1)=[O:3].[CH3:17][C:18]1[N+:22]([CH2:23][C:24]2[CH:25]=[N:26][C:27]([CH3:31])=[N:28][C:29]=2[NH2:30])=[CH:21][S:20][C:19]=1[CH2:32][CH2:33][OH:34].[ClH:35].[Cl-]>O>[OH:3][C:2]([CH2:4][CH2:5][CH2:6][CH2:7][C@H:8]1[C@@H:16]2[C@@H:11]([NH:12][C:13]([NH:15]2)=[O:14])[CH2:10][S:9]1)=[O:1].[CH3:17][C:18]1[N+:22]([CH2:23][C:24]2[CH:25]=[N:26][C:27]([CH3:31])=[N:28][C:29]=2[NH2:30])=[CH:21][S:20][C:19]=1[CH2:32][CH2:33][OH:34].[ClH:35].[Cl-:35] |f:1.2.3,5.6.7.8|. Procedure details: The biotin-thiamine hydrochloride solution was prepared by mixing 2 mg biotin, 200 mg thiamine hydrochloride, and 50 mL deionized water.